Dataset: the Open Reaction Database (ORD), a public repository of structured organic reaction records. Task: describe an organic reaction: reactants, conditions, products, and yield The reactants are ClC1=C(C(=NC(=C1C(=O)OC)C(F)(F)Cl)C(F)(F)F)C(=O)OCC (3-Ethyl 5-methyl 4-chloro-6-(chlorodifluoromethyl)-2-(trifluoromethyl)-3,5-pyridinedicarboxylate), CN(C)N (unsym-dimethylhydrazine). Run in CN(C)C=O (DMF). Yields the product ClC(C1=C(C(=C(C(=N1)C(F)(F)F)C(=O)OCC)NN(C)C)C(=O)OC)(F)F (3-Ethyl 5-methyl 6-(chlorodifluoromethyl)-4-(2,2-dimethylhydrazino)-2-(trifluoromethyl)-3,5-pyridinedicarboxylate). Yield: 83.8%. As a reaction SMILES: Cl[C:2]1[C:7]([C:8]([O:10][CH3:11])=[O:9])=[C:6]([C:12]([Cl:15])([F:14])[F:13])[N:5]=[C:4]([C:16]([F:19])([F:18])[F:17])[C:3]=1[C:20]([O:22][CH2:23][CH3:24])=[O:21].[CH3:25][N:26]([NH2:28])[CH3:27]>CN(C=O)C>[Cl:15][C:12]([F:14])([F:13])[C:6]1[N:5]=[C:4]([C:16]([F:17])([F:19])[F:18])[C:3]([C:20]([O:22][CH2:23][CH3:24])=[O:21])=[C:2]([NH:28][N:26]([CH3:27])[CH3:25])[C:7]=1[C:8]([O:10][CH3:11])=[O:9]. Procedure: This compound was prepared as described in Example 37: 5.0 g (0.013 mol) of product of Example 28, 1.9 ml (0.025 mol) of unsym-dimethylhydrazine in 30 ml of DMF were reacted affording a residue which was recrystallized in hot hexane to give 4.57 g (83.8%) of product as a yellow solid; mp 97°-98° C. Starting materials: O (water), CN1CCN2C=3C=CC=CC3CC=4C=CC=CC4C2C1 (mianserin), N#CBr (cyanogen bromide). Solvent: C(C)OCC (diethyl ether), C1=CC=CC=C1 (benzene), C1=CC=CC=C1 (benzene). The product is C(#N)N1CC2N(C3=C(CC4=C2C=CC=C4)C=CC=C3)CC1 (2-Cyano-1,2,3,4,10,14b-hexahydrodibenzo[c,f]pyrazino[1,2-a]azepine). Reaction conditions: time 24 hour. Procedure details: A solution of mianserin (5.2 g) in anhydrous benzene (20 ml) was added slowly to a stirred solution of cyanogen bromide (2.3 g) in anhydrous benzene (20 ml) in an atmosphere of nitrogen. After 24 hours, the mixture was diluted with diethyl ether (50 ml) and shaken with water (50 ml). The separated aqueous layer was back extracted with a mixture of benzene and ether (equal volumes of each, total 50 ml) and the combined organic layers dried over anhydrous potassium carbonate and then evaporated un... Reaction SMILES: [CH3:1][N:2]1[CH2:20][CH:19]2[N:5]([C:6]3[CH:7]=[CH:8][CH:9]=[CH:10][C:11]=3[CH2:12][C:13]3[CH:14]=[CH:15][CH:16]=[CH:17][C:18]=32)[CH2:4][CH2:3]1.[N:21]#CBr.O>C1C=CC=CC=1.C(OCC)C>[C:1]([N:2]1[CH2:3][CH2:4][N:5]2[C:6]3[CH:7]=[CH:8][CH:9]=[CH:10][C:11]=3[CH2:12][C:13]3[CH:14]=[CH:15][CH:16]=[CH:17][C:18]=3[CH:19]2[CH2:20]1)#[N:21]. Starting materials: C(C)(C)(C)C(=O)C1=C(C(S([C@H]2N1C([C@@H]2OC)=S)(=O)=O)C=2N(N=C(C(N2)=O)OC(C2=CC=CC=C2)C2=CC=CC=C2)C)C (4-tert-butylcarbonyl-7α-methoxy-3-methyl-2-(2-methyl-5-oxo-6-benzhydryloxy-2,5-dihydro-1,2,4-triazin-3-yl)thio-3-cephem 1,1-dioxide), C1(=CC=CC=C1)OC (anisole), FC(C(=O)O)(F)F (trifluoroacetic acid). Run in ClCCl (dichloromethane). Conditions: time 15 minute. Yields the product C(C)(C)(C)C(=O)C1=C(C(S([C@H]2N1C([C@@H]2OC)=S)(=O)=O)C=2N(N=C(C(N2)=O)O)C)C (4-tert-Butylcarbonyl-7α-methoxy-3-methyl-2-(2-methyl-5-oxo-6-hydroxy-2,5-dihydro-1,2,4-triazin-3-yl)thio-3-cephem 1,1-dioxide). The yield is 96.1%. Reaction SMILES: [C:1]([C:5]([C:7]1[N:12]2[C:13](=[S:17])[C@H:14]([O:15][CH3:16])[C@H:11]2[S:10](=[O:19])(=[O:18])[CH:9]([C:20]2[N:21]([CH3:41])[N:22]=[C:23]([O:27]C(C3C=CC=CC=3)C3C=CC=CC=3)[C:24](=[O:26])[N:25]=2)[C:8]=1[CH3:42])=[O:6])([CH3:4])([CH3:3])[CH3:2].C1(OC)C=CC=CC=1.FC(F)(F)C(O)=O>ClCCl>[C:1]([C:5]([C:7]1[N:12]2[C:13](=[S:17])[C@H:14]([O:15][CH3:16])[C@H:11]2[S:10](=[O:18])(=[O:19])[CH:9]([C:20]2[N:21]([CH3:41])[N:22]=[C:23]([OH:27])[C:24](=[O:26])[N:25]=2)[C:8]=1[CH3:42])=[O:6])([CH3:4])([CH3:2])[CH3:3]. Reported procedure: 179 mg of 4-tert-butylcarbonyl-7α-methoxy-3-methyl-2-(2-methyl-5-oxo-6-benzhydryloxy-2,5-dihydro-1,2,4-triazin-3-yl)thio-3-cephem 1,1-dioxide, prepared following the experimental procedure described in Example 3, was dissolved in dichloromethane (2 ml) and anisole (0.018 ml) and trifluoroacetic acid (1 ml) were added. After 15 min, TFA was completey removed in vacuo and the residue taken up in dichloromethane (1 ml). Addition of isopropyl ether afforded the title compound (125 mg) as a white pow... The reactants are O=C1CCC(=O)N1Br, ClCCl, Cc1nnnn1-c1ccc(C(CC2CCCC2)C(=O)O)cc1Cl, Nc1nccs1, c1ccc(P(c2ccccc2)c2ccccc2)cc1. The product is Cc1nnnn1-c1ccc(C(CC2CCCC2)C(=O)Nc2nccs2)cc1Cl. As a reaction SMILES: [Br:20][N:21]1[C:22](=[O:23])[CH2:24][CH2:25][C:26]1=[O:27].[CH2:57]([Cl:58])[Cl:59].[Cl:28][c:29]1[cH:30][c:31]([CH:41]([C:42](=[O:43])[OH:44])[CH2:45][CH:46]2[CH2:47][CH2:48][CH2:49][CH2:50]2)[cH:32][cH:33][c:34]1-[n:35]1[n:36][n:37][n:38][c:39]1[CH3:40].[NH2:51][c:52]1[s:53][cH:54][cH:55][n:56]1.[c:1]1([P:2]([c:3]2[cH:4][cH:5][cH:6][cH:7][cH:8]2)[c:9]2[cH:10][cH:11][cH:12][cH:13][cH:14]2)[cH:15][cH:16][cH:17][cH:18][cH:19]1>>[Cl:28][c:29]1[cH:30][c:31]([CH:41]([C:42](=[O:43])[NH:51][c:52]2[s:53][cH:54][cH:55][n:56]2)[CH2:45][CH:46]2[CH2:47][CH2:48][CH2:49][CH2:50]2)[cH:32][cH:33][c:34]1-[n:35]1[n:36][n:37][n:38][c:39]1[CH3:40]. The reactants are OC1=C(C(=NN1C1=CC=CC=C1)C)C(C(CC(=O)O)C)=O (4-(5-hydroxy-3-methyl-1-phenylpyrazolyl)-4-oxo-3-methyl-butyric acid), O.NN (hydrazine hydrate), C(C)O (ethanol). Product: OC1=C(C(=NN1C1=CC=CC=C1)C)C1C(NN=CC1C)=O (4-(5-Hydroxy-3-methyl-1-phenyl-pyrazolyl)-5-methyl-4,5-dihydro-3(2H)-pyridazinone). As a reaction SMILES: [OH:1][C:2]1[N:6]([C:7]2[CH:12]=[CH:11][CH:10]=[CH:9][CH:8]=2)[N:5]=[C:4]([CH3:13])[C:3]=1[C:14](=O)[CH:15]([CH3:20])[CH2:16]C(O)=O.O.[NH2:23][NH2:24].[CH2:25]([OH:27])C>>[OH:1][C:2]1[N:6]([C:7]2[CH:8]=[CH:9][CH:10]=[CH:11][CH:12]=2)[N:5]=[C:4]([CH3:13])[C:3]=1[CH:14]1[CH:15]([CH3:20])[CH:16]=[N:24][NH:23][C:25]1=[O:27] |f:1.2|. Reported procedure: 4.5 g (0.016 mole) of 4-(4-(5-hydroxy-3-methyl-1-phenylpyrazolyl)-4-oxo-3-methyl-butyric acid and 1.5 ml (0.031 mole) of hydrazine hydrate are heated under reflux in 30 ml of ethanol for 1 hour. After the mixture has been concentrated, the residue is boiled up with isopropanol, the mixture is filtered and the product which has crystallised out is separated off. Starting materials: Cl.CN1CCCCC1 (N-methylpiperidine hydrochloride), C1(=CC=CC=C1)C(C1=CC=CC=C1)(C1=CC=CC=C1)NC1[C@@H]2N(C(C(S2)(C)C)C#N)C1=O (6-triphenylmethylamino-2,2-dimethyl-3-cyanopenam), [N-]=[N+]=[N-].[Na+] (sodium azide), CN1CCCCC1 (N-methylpiperidine). The solvent is C(C)O (ethanol), C(C)O (ethanol), O (water). Conditions: temperature 53 celsius. The product is C1(=CC=CC=C1)C(C1=CC=CC=C1)(C1=CC=CC=C1)NC1[C@@H]2N(C(C(S2)(C)C)C2=NN=NN2)C1=O (6-Triphenylmethylamino-2,2-Dimethyl-3-(5-Tetrazolyl)penam). RXN SMILES: Cl.CN1CCCCC1.[C:9]1([C:15]([NH:28][CH:29]2[C:39](=[O:40])[N:31]3[CH:32]([C:37]#[N:38])[C:33]([CH3:36])([CH3:35])[S:34][C@H:30]23)([C:22]2[CH:27]=[CH:26][CH:25]=[CH:24][CH:23]=2)[C:16]2[CH:21]=[CH:20][CH:19]=[CH:18][CH:17]=2)[CH:14]=[CH:13][CH:12]=[CH:11][CH:10]=1.[N-:41]=[N+:42]=[N-:43].[Na+].CN1CCCCC1>C(O)C.O>[C:9]1([C:15]([NH:28][CH:29]2[C:39](=[O:40])[N:31]3[CH:32]([C:37]4[NH:43][N:42]=[N:41][N:38]=4)[C:33]([CH3:36])([CH3:35])[S:34][C@H:30]23)([C:22]2[CH:27]=[CH:26][CH:25]=[CH:24][CH:23]=2)[C:16]2[CH:17]=[CH:18][CH:19]=[CH:20][CH:21]=2)[CH:10]=[CH:11][CH:12]=[CH:13][CH:14]=1 |f:0.1,3.4|. Procedure details: A mixture of dry N-methylpiperidine hydrochloride (8.14 g., 0.06 mole) anhydrous ethanol free chloroform (180 ml.), 6-triphenylmethylamino-2,2-dimethyl-3-cyanopenam (13.2g., 0.03 mole), finely powdered sodium azide (3.9 g., 0.06 mole) and N-methylpiperidine (8.9 g., 0.09 mole) is heated to 53° C. (internal temperature) for 80 minutes. It is then cooled to room temperature and diluted with ethanol free chloroform (750 ml.) and water (800 ml.). It is thoroughly shaken, the chloroform phase separat... The reactants are C(C)(=O)O[BH-](OC(C)=O)OC(C)=O.[Na+] (sodium triacetoxyborohydride), C(=O)[C@H]1CN(C[C@@H]1C1=CC=CC=C1)[C@@H](C(=O)OCC1=CC=C(C=C1)OC)C1CCCCC1 (2-(R)-(3-(R)-formyl-4-(S)-phenyl-pyrrolidin-1-yl)-2-(cyclohexyl)acetic acid, (4-methoxy)benzyl ester), FC(C(=O)O)(F)F.O=C(CCC1CCNCC1)C1=CC=CC=C1 (4-(3-Oxo-3-phenylpropyl)piperidine trifluoroacetate), CCN(C(C)C)C(C)C (DIEA). RXN SMILES: [CH:1]([C@@H:3]1[C@@H:7]([C:8]2[CH:13]=[CH:12][CH:11]=[CH:10][CH:9]=2)[CH2:6][N:5]([C@H:14]([CH:27]2[CH2:32][CH2:31][CH2:30][CH2:29][CH2:28]2)[C:15]([O:17][CH2:18][C:19]2[CH:24]=[CH:23][C:22]([O:25][CH3:26])=[CH:21][CH:20]=2)=[O:16])[CH2:4]1)=O.FC(F)(F)C(O)=O.[O:40]=[C:41]([C:50]1[CH:55]=[CH:54][CH:53]=[CH:52][CH:51]=1)[CH2:42][CH2:43][CH:44]1[CH2:49][CH2:48][NH:47][CH2:46][CH2:45]1.CCN(C(C)C)C(C)C.C(O[BH-](OC(=O)C)OC(=O)C)(=O)C.[Na+]>ClCCCl.CCOC(C)=O>[O:40]=[C:41]([C:50]1[CH:51]=[CH:52][CH:53]=[CH:54][CH:55]=1)[CH2:42][CH2:43][CH:44]1[CH2:45][CH2:46][N:47]([CH2:1][C@@H:3]2[C@@H:7]([C:8]3[CH:9]=[CH:10][CH:11]=[CH:12][CH:13]=3)[CH2:6][N:5]([C@H:14]([CH:27]3[CH2:32][CH2:31][CH2:30][CH2:29][CH2:28]3)[C:15]([O:17][CH2:18][C:19]3[CH:24]=[CH:23][C:22]([O:25][CH3:26])=[CH:21][CH:20]=3)=[O:16])[CH2:4]2)[CH2:48][CH2:49]1 |f:1.2,4.5|. Reported procedure: Molecular sieve pellets (3 Å) were added to a solution of 2-(R)-(3-(R)-formyl-4-(S)-phenylpyrrolidin-1-yl)-2-(cyclohexyl)acetic acid, 4-(methoxy)benzyl ester (30 mg, 0.069 mmol, Aldehyde 5), 4-(3-oxo-3-phenylpropyl)piperidine trifluoroacetate (25 mg. 0.075 mmol, from Step D), and DIEA (0.013 mL, 10 mg, 0.075 mmol) in 1,2-dichloroethane (0.70 mL). The mixture was stirred for 15 min at rt before the addition of sodium triacetoxyborohydride (17 mg, 0.080 mmol). After 2.5 h, the mixture was diluted ... Reaction conditions: time 2.5 hour. The solvent is ClCCCl (1,2-dichloroethane), CCOC(=O)C (EtOAc). Product: O=C(CCC1CCN(CC1)C[C@H]1CN(C[C@@H]1C1=CC=CC=C1)[C@@H](C(=O)OCC1=CC=C(C=C1)OC)C1CCCCC1)C1=CC=CC=C1 (2-(R)-(3-(S)-(4-(3-Oxo-3-phenylpropyl)piperidin-1-yl)methyl-4-(S)-phenylpyrrolidin-1-yl)-2-(cyclohexyl)acetic acid, 4-(methoxy)benzyl ester). The yield is 68.3%. Reactants: CN(C)C(=S)Cl, CC(C)=O, [K+], [OH-], O, Cc1cc(=O)oc2cccc(O)c12. The product is Cc1cc(=O)oc2cccc(OC(=S)N(C)C)c12. RXN SMILES: [CH3:16][N:17]([C:18](=[S:19])[Cl:20])[CH3:21].[CH3:23][C:24](=[O:25])[CH3:26].[K+:2].[OH-:1].[OH2:22].[OH:3][c:4]1[cH:5][cH:6][cH:7][c:8]2[c:9]1[c:10]([CH3:15])[cH:11][c:12](=[O:14])[o:13]2>>[O:3]([c:4]1[cH:5][cH:6][cH:7][c:8]2[c:9]1[c:10]([CH3:15])[cH:11][c:12](=[O:14])[o:13]2)[C:18]([N:17]([CH3:16])[CH3:21])=[S:19]. The reactants are C1COCCO1, CC(O)(CN1CCN(C(=O)OCc2ccccc2)CC1)Cn1cc([N+](=O)[O-])nc1Cl, [H-], [Na+]. Yields the product CC1(CN2CCN(C(=O)OCc3ccccc3)CC2)Cn2cc([N+](=O)[O-])nc2O1. As a reaction SMILES: [CH2:33]1[O:34][CH2:35][CH2:36][O:37][CH2:38]1.[Cl:1][c:2]1[n:3]([CH2:10][C:11]([CH2:12][N:13]2[CH2:14][CH2:15][N:16]([C:19](=[O:20])[O:21][CH2:22][c:23]3[cH:24][cH:25][cH:26][cH:27][cH:28]3)[CH2:17][CH2:18]2)([CH3:29])[OH:30])[cH:4][c:5]([N+:7](=[O:8])[O-:9])[n:6]1.[H-:31].[Na+:32]>>[c:2]12[n:3]([cH:4][c:5]([N+:7](=[O:8])[O-:9])[n:6]1)[CH2:10][C:11]([CH2:12][N:13]1[CH2:14][CH2:15][N:16]([C:19](=[O:20])[O:21][CH2:22][c:23]3[cH:24][cH:25][cH:26][cH:27][cH:28]3)[CH2:17][CH2:18]1)([CH3:29])[O:30]2.